The task is: describe an organic reaction: reactants, conditions, products, and yield. This data is from the Open Reaction Database (ORD), a public repository of structured organic reaction records. Starting materials: CC(OS(C)(=O)=O)C1CCN(C(=O)OC(C)(C)C)CC1, CS(=O)(=O)c1ccc(-c2cnc(O)cn2)cc1, [K+], [K+], O=C([O-])[O-], CN(C)C=O. The product is CC(Oc1cnc(-c2ccc(S(C)(=O)=O)cc2)cn1)C1CCN(C(=O)OC(C)(C)C)CC1. As a reaction SMILES: [CH3:18][S:19]([O:20][CH:23]([CH3:24])[CH:25]1[CH2:26][CH2:27][N:28]([C:31](=[O:32])[O:33][C:34]([CH3:35])([CH3:36])[CH3:37])[CH2:29][CH2:30]1)(=[O:21])=[O:22].[CH3:1][S:2](=[O:3])(=[O:4])[c:5]1[cH:6][cH:7][c:8](-[c:11]2[n:12][cH:13][c:14]([OH:17])[n:15][cH:16]2)[cH:9][cH:10]1.[K+:38].[K+:39].[O-:40][C:41]([O-:42])=[O:43].[O:44]=[CH:45][N:46]([CH3:47])[CH3:48]>>[CH3:1][S:2](=[O:3])(=[O:4])[c:5]1[cH:6][cH:7][c:8](-[c:11]2[n:12][cH:13][c:14]([O:17][CH:23]([CH3:24])[CH:25]3[CH2:26][CH2:27][N:28]([C:31](=[O:32])[O:33][C:34]([CH3:35])([CH3:36])[CH3:37])[CH2:29][CH2:30]3)[n:15][cH:16]2)[cH:9][cH:10]1. Starting materials: COC1=CC=C(CN2C=NC3=C2C=NC(=C3)C(C)=NO)C=C1 (1-(3-(4-methoxybenzyl)-3H-imidazo[4,5-c]pyridin-6-yl)ethanone oxime), [Cl-].[NH4+] (ammonium chloride). The reagents and catalysts are [Zn] (zinc). Solvent: CO (MeOH), CC(=O)O (HOAc). Run at temperature 60 celsius. Yields the product COC1=CC=C(CN2C=NC3=C2C=NC(=C3)C(C)N)C=C1 (1-(3-(4-methoxybenzyl)-3H-imidazo[4,5-c]pyridin-6-yl)ethanamine). Yield: 65.6%. As a reaction SMILES: [CH3:1][O:2][C:3]1[CH:22]=[CH:21][C:6]([CH2:7][N:8]2[C:12]3[CH:13]=[N:14][C:15]([C:17](=[N:19]O)[CH3:18])=[CH:16][C:11]=3[N:10]=[CH:9]2)=[CH:5][CH:4]=1.[Cl-].[NH4+]>CO.CC(O)=O.[Zn]>[CH3:1][O:2][C:3]1[CH:22]=[CH:21][C:6]([CH2:7][N:8]2[C:12]3[CH:13]=[N:14][C:15]([CH:17]([NH2:19])[CH3:18])=[CH:16][C:11]=3[N:10]=[CH:9]2)=[CH:5][CH:4]=1 |f:1.2|. Procedure details: A mixture of 1-(3-(4-methoxybenzyl)-3H-imidazo[4,5-c]pyridin-6-yl)ethanone oxime (320 mg, 1.08 mmol), zinc (3.53 g, 54.00 mmol), and ammonium chloride (2.89 g, 54.00 mmol) in MeOH (10 mL) and HOAc (2 mL) was heated at 60° C. for 4 h. The reaction mixture was filtered and the filtrate was concentrated under reduced pressure. To the residue was added an aqueous solution of ammonia (50 mL) and the resulting mixture was extracted with DCM (50 mL×3). The combined extracts were dried (MgSO4), filtered... The reactants are [Ag+], CCO, C#C, O=[N+]([O-])[O-], O, C[Si](C)(C)C#CC(CO)c1ccccc1. Yields the product C#CC(CO)c1ccccc1. As a reaction SMILES: [Ag+:26].[CH3:18][CH2:19][OH:20].[CH:16]#[CH:17].[N+:22]([O-:23])([O-:24])=[O:25].[OH2:21].[c:1]1([CH:7]([CH2:8][OH:9])[C:10]#[C:11][Si:12]([CH3:13])([CH3:14])[CH3:15])[cH:2][cH:3][cH:4][cH:5][cH:6]1>>[c:1]1([CH:7]([CH2:8][OH:9])[C:10]#[CH:11])[cH:2][cH:3][cH:4][cH:5][cH:6]1. The reactants are Cl.COC=1C=C2CCCC(C2=CC1)CN (6-Methoxy-1-aminomethyl tetralin hydrochloride), C(CC)(=O)OC(CC)=O (propionic anhydride). Yields the product Cl.C(CC)NCC1CCCC2=CC(=CC=C12)OC (1-((N-Propylamino)methyl)-6-methoxy tetralin hydrochloride). Reaction SMILES: [ClH:1].[CH3:2][O:3][C:4]1[CH:5]=[C:6]2[C:11](=[CH:12][CH:13]=1)[CH:10]([CH2:14][NH2:15])[CH2:9][CH2:8][CH2:7]2.[C:16](OC(=O)CC)(=O)[CH2:17][CH3:18]>>[ClH:1].[CH2:16]([NH:15][CH2:14][CH:10]1[C:11]2[C:6](=[CH:5][C:4]([O:3][CH3:2])=[CH:13][CH:12]=2)[CH2:7][CH2:8][CH2:9]1)[CH2:17][CH3:18] |f:0.1,3.4|. Procedure details: The product from Example 2 was reacted as in Example 15 but replacing acetic anhydride with propionic anhydride and gave the desired product.